This data is from the Open Reaction Database (ORD), a public repository of structured organic reaction records. The task is: describe an organic reaction: reactants, conditions, products, and yield Reactants: ClC1=NC2=CC=C(C=C2C=C1)Cl (2,6-dichloroquinoline), O(C1=CC=CC=C1)CCN (2-phenoxyethylamine), C(C)N (ethylamine). Yields the product C(C)NC=1C=C2C=CC(=NC2=CC1)NCCOC1=CC=CC=C1 (N6-Ethyl-N2-(2-phenoxy-ethyl)-quinoline-2,6-diamine). As a reaction SMILES: Cl[C:2]1[CH:11]=[CH:10][C:9]2[C:4](=[CH:5][CH:6]=[C:7](Cl)[CH:8]=2)[N:3]=1.[O:13]([CH2:20][CH2:21][NH2:22])[C:14]1[CH:19]=[CH:18][CH:17]=[CH:16][CH:15]=1.[CH2:23]([NH2:25])[CH3:24]>>[CH2:23]([NH:25][C:7]1[CH:8]=[C:9]2[C:4](=[CH:5][CH:6]=1)[N:3]=[C:2]([NH:22][CH2:21][CH2:20][O:13][C:14]1[CH:19]=[CH:18][CH:17]=[CH:16][CH:15]=1)[CH:11]=[CH:10]2)[CH3:24]. Procedure details: The title compound, MS: m/e=308.4 (M+H+), was prepared in accordance with the general method of example 1 from 2,6-dichloroquinoline, 2-phenoxyethylamine and ethylamine (solution in tetrahydrofurane).